Dataset: the Open Reaction Database (ORD), a public repository of structured organic reaction records. Task: describe an organic reaction: reactants, conditions, products, and yield Reported procedure: Ethyl 4-(2-bromo-4-fluorophenyl)-6-(bromomethyl)-2-(1H-1,2,4-triazol-1-yl)-1,4-dihydropyrimidine-5-carboxylate (0.5 g, 1.03 mmol) was reacted with (S)-pyrrolidine-2-carboxylic acid (0.12 g, 1.03 mmol) according to the procedure as described in Example 28 to give the title compound as a yellow solid (0.18 g, 33%). The compound was characterized by the following spectroscopic data: Isolated yield 33.5%. Reaction SMILES: [Br:1][C:2]1[CH:7]=[C:6]([F:8])[CH:5]=[CH:4][C:3]=1[CH:9]1[C:14]([C:15]([O:17][CH2:18][CH3:19])=[O:16])=[C:13]([CH2:20]Br)[NH:12][C:11]([N:22]2[CH:26]=[N:25][CH:24]=[N:23]2)=[N:10]1.[NH:27]1[CH2:31][CH2:30][CH2:29][C@H:28]1[C:32]([OH:34])=[O:33]>>[Br:1][C:2]1[CH:7]=[C:6]([F:8])[CH:5]=[CH:4][C:3]=1[CH:9]1[N:10]=[C:11]([N:22]2[CH:26]=[N:25][CH:24]=[N:23]2)[NH:12][C:13]([CH2:20][N:27]2[CH2:31][CH2:30][CH2:29][C@H:28]2[C:32]([OH:34])=[O:33])=[C:14]1[C:15]([O:17][CH2:18][CH3:19])=[O:16]. The reactants are BrC1=C(C=CC(=C1)F)C1N=C(NC(=C1C(=O)OCC)CBr)N1N=CN=C1 (Ethyl 4-(2-bromo-4-fluorophenyl)-6-(bromomethyl)-2-(1H-1,2,4-triazol-1-yl)-1,4-dihydropyrimidine-5-carboxylate), N1[C@@H](CCC1)C(=O)O ((S)-pyrrolidine-2-carboxylic acid). Product: BrC1=C(C=CC(=C1)F)C1C(=C(NC(=N1)N1N=CN=C1)CN1[C@@H](CCC1)C(=O)O)C(=O)OCC ((2S)-1-((6-(2-bromo-4-fluorophenyl)-5-(ethoxycarbonyl)-2-(1H-1,2,4-triazol-1-yl)-3,6-dihydropyrimidin-4-yl)methyl)pyrrolidine-2-carboxylic acid). Reactants: C(#N)C=1C=C2C(=NC1)NC=C2C=2C=C(CNC(=O)C=1C(N(C=CC1)CC1=CC(=C(C=C1)F)F)=O)C=CC2 (1-(3,4-Difluoro-benzyl)-2-oxo-1,2-dihydro-pyridine-3-carboxylic acid 3-(5-cyano-1H-pyrrolo[2,3-b]pyridin-3-yl)-benzylamide), N1C=CC=2C1=NC=C(C2)CO ((1H-Pyrrolo[2,3-b]pyridin-5-yl)-methanol), substituted bicyclic heterocycle, CC1(OB(OC1(C)C)C1=CC=C(S1)CNC(=O)C=1C(N(C=CC1)CC1=CC(=C(C=C1)F)F)=O)C (1-(3,4-Difluoro-benzyl)-2-oxo-1,2-dihydro-pyridine-3-carboxylic acid [5-(4,4,5,5-tetramethyl-1,3,2-dioxaborolan-2-yl)-thiophen-2-ylmethyl]-amide), [B] (boron). Yields the product OCC=1C=C2C(=NC1)NC=C2C2=CC=C(S2)CNC(=O)C=2C(N(C=CC2)CC2=CC(=C(C=C2)F)F)=O (1-(3,4-Difluoro-benzyl)-2-oxo-1,2-dihydro-pyridine-3-carboxylic acid [5-(5-hydroxymethyl-1H-pyrrolo[2,3-b]pyridin-3-yl)-thiophen-2-ylmethyl]-amide). RXN SMILES: C(C1C=C2C(C3C=C(C=CC=3)CNC(C3C(=O)N(CC4C=CC(F)=C(F)C=4)C=CC=3)=O)=CNC2=NC=1)#N.CC1(C)C(C)(C)OB([C:46]2[S:50][C:49]([CH2:51][NH:52][C:53]([C:55]3[C:56](=[O:70])[N:57]([CH2:61][C:62]4[CH:67]=[CH:66][C:65]([F:68])=[C:64]([F:69])[CH:63]=4)[CH:58]=[CH:59][CH:60]=3)=[O:54])=[CH:48][CH:47]=2)O1.[B].[NH:73]1[C:77]2=[N:78][CH:79]=[C:80]([CH2:82][OH:83])[CH:81]=[C:76]2[CH:75]=[CH:74]1>>[OH:83][CH2:82][C:80]1[CH:81]=[C:76]2[C:75]([C:46]3[S:50][C:49]([CH2:51][NH:52][C:53]([C:55]4[C:56](=[O:70])[N:57]([CH2:61][C:62]5[CH:67]=[CH:66][C:65]([F:68])=[C:64]([F:69])[CH:63]=5)[CH:58]=[CH:59][CH:60]=4)=[O:54])=[CH:48][CH:47]=3)=[CH:74][NH:73][C:77]2=[N:78][CH:79]=1. Procedure: Except where indicated, 1-(3,4-Difluoro-benzyl)-2-oxo-1,2-dihydro-pyridine-3-carboxylic acid [5-(5-hydroxymethyl-1H-pyrrolo[2,3-b]pyridin-3-yl)-thiophen-2-ylmethyl]-amide was synthesized as per Example 68, 1-(3,4-Difluoro-benzyl)-2-oxo-1,2-dihydro-pyridine-3-carboxylic acid 3-(5-cyano-1H-pyrrolo[2,3-b]pyridin-3-yl)-benzylamide using 1-(3,4-Difluoro-benzyl)-2-oxo-1,2-dihydro-pyridine-3-carboxylic acid [5-(4,4,5,5-tetramethyl-1,3,2-dioxaborolan-2-yl)-thiophen-2-ylmethyl]-amide as activated boron s... The reactants are C(C1=CC=CC=C1)OC1=C(C=CC(=C1)I)N1CC(N(S1(=O)=O)CC[Si](C)(C)C)=O (5-(2-benzyloxy-4-iodophenyl)-1,1-dioxo-2-(2-trimethylsilanylethyl)-1,2,5-thiadiazolidin-3-one), ICC1CCCCC1 (iodomethylcyclohexane). Yields the product C1(CCCCC1)CC1=CC(=C(C=C1)N1CC(NS1(=O)=O)=O)O (5-(4-Cyclohexylmethyl-2-hydroxyphenyl)-1,1-dioxo-1,2,5-thiadiazolidin-3-one). RXN SMILES: C([O:8][C:9]1[CH:14]=[C:13](I)[CH:12]=[CH:11][C:10]=1[N:16]1[S:20](=[O:22])(=[O:21])[N:19](CC[Si](C)(C)C)[C:18](=[O:29])[CH2:17]1)C1C=CC=CC=1.I[CH2:31][CH:32]1[CH2:37][CH2:36][CH2:35][CH2:34][CH2:33]1>>[CH:32]1([CH2:31][C:13]2[CH:12]=[CH:11][C:10]([N:16]3[S:20](=[O:21])(=[O:22])[NH:19][C:18](=[O:29])[CH2:17]3)=[C:9]([OH:8])[CH:14]=2)[CH2:37][CH2:36][CH2:35][CH2:34][CH2:33]1. Procedure: The title compound is prepared from 5-(2-benzyloxy-4-iodophenyl)-1,1-dioxo-2-(2-trimethylsilanylethyl)-1,2,5-thiadiazolidin-3-one and iodomethylcyclohexane analogous to Example 57, steps B, C and D: (M−1)−=323. 1H NMR (400 MHz, DMSO-d6) δ ppm 0.89 (d, J=11.37 Hz, 2 H) 1.09-1.19 (m, 2 H) 1.14 (d, J=9.60 Hz, 1 H) 1.44 (dd, J=14.78, 3.66 Hz, 1 H) 1.62 (d, J=10.86 Hz, 5 H) 2.34 (d, J=7.07 Hz, 2 H) 4.00 (s, 2 H) 6.54 (dd, J=7.96, 1.89 Hz, 1 H) 6.61 (d, J=1.77 Hz, 1 H) 7.25 (d, J=8.08 Hz, 1 H) 8.85 (s... Starting materials: C(C(=O)C)(=O)Cl (pyruvyl chloride), Cl.C[Si](C)(C)OC([C@@H](N)[C@@H](C)CC)=O (isoleucine trimethylsilyl ester hydrochloride). Yields the product C[Si](C)(C)OC([C@@H](NC(C(=O)C)=O)[C@@H](C)CC)=O (pyruvyl-isoleucine trimethylsilyl ester). RXN SMILES: [C:1](Cl)(=[O:5])[C:2]([CH3:4])=[O:3].Cl.[CH3:8][Si:9]([O:12][C:13](=[O:20])[C@H:14]([C@H:16]([CH2:18][CH3:19])[CH3:17])[NH2:15])([CH3:11])[CH3:10]>>[CH3:11][Si:9]([O:12][C:13](=[O:20])[C@H:14]([C@H:16]([CH2:18][CH3:19])[CH3:17])[NH:15][C:1](=[O:5])[C:2]([CH3:4])=[O:3])([CH3:8])[CH3:10] |f:1.2|. Procedure: A method of synthesizing pyruvyl-isoleucine according to the invention the steps of reacting sodium pyruvate with oxalyl chloride to yield pyruvyl chloride, then reacting the pyruvyl chloride with a suspension of isoleucine trimethylsilyl ester hydrochloride to yield pyruvyl-isoleucine trimethylsilyl ester and then subjecting the pyruvyl-isoleucine trimethylsilyl ester to hydrolysis to yield pyruvyl-isoleucine. The pyruvyl-isoleucine synthesized via the method set forth above serves as a pyruvyl... The reactants are OCC(CCN1C=2N=C(NC(C2N=C1)=O)N)CO (9-(4-Hydroxy-3-hydroxymethylbut-1-yl)guanine), N (ammonia). The solvent is O (water). Product: O.OCC(CCN1C=2N=C(NC(C2N=C1)=O)N)CO (9-(4-Hydroxy-3-hydroxymethylbut-1-yl)guanine monohydrate). Reaction SMILES: [OH:1][CH2:2][CH:3]([CH2:17][OH:18])[CH2:4][CH2:5][N:6]1[CH:14]=[N:13][C:12]2[C:11](=[O:15])[NH:10][C:9]([NH2:16])=[N:8][C:7]1=2.N>O>[OH2:1].[OH:1][CH2:2][CH:3]([CH2:17][OH:18])[CH2:4][CH2:5][N:6]1[CH:14]=[N:13][C:12]2[C:11](=[O:15])[NH:10][C:9]([NH2:16])=[N:8][C:7]1=2 |f:3.4|. Procedure: 9-(4-Hydroxy-3-hydroxymethylbut-1-yl)guanine (60 mg) was suspended in water (1.8 ml) and concentrated aqueous ammonia (specific gravity 0.88) was added until complete dissolution occured (0.4 ml). Starting materials: OC1=CC=C(C=C)C=C1.C(\C=C\C#N)#N (p-hydroxystyrene fumaronitrile), ( 3 ), ( 2 ), C(C)OC=C (ethylvinyl ether). The product is C(C)OCCOC1=CC=C(C=C)C=C1.OC1=CC=C(C=C)C=C1.C(\C=C\C#N)#N (p-1-ethoxyethoxystyrene p-hydroxystyrene fumaronitrile). As a reaction SMILES: [OH:1][C:2]1[CH:9]=[CH:8][C:5]([CH:6]=[CH2:7])=[CH:4][CH:3]=1.[C:10](#[N:15])/[CH:11]=[CH:12]/[C:13]#[N:14].[CH2:16]([O:18][CH:19]=[CH2:20])[CH3:17]>>[CH2:16]([O:18][CH2:19][CH2:20][O:1][C:2]1[CH:9]=[CH:8][C:5]([CH:6]=[CH2:7])=[CH:4][CH:3]=1)[CH3:17].[OH:1][C:2]1[CH:9]=[CH:8][C:5]([CH:6]=[CH2:7])=[CH:4][CH:3]=1.[C:10](#[N:15])/[CH:11]=[CH:12]/[C:13]#[N:14] |f:0.1,3.4.5|. Procedure details: Using 9.0 g of poly(p-hydroxystyrene/fumaronitrile) obtained according to (2) above and 2.8 g of ethylvinyl ether, the procedure of (3) of Preparation Example 1 was carried out for reaction and after-treatments to obtain 8.3 g of poly(p-1-ethoxyethoxystyrene/p-hydroxystyrene/fumaronitrile) as white powdery crystal. P-1-ethoxyethoxystyrene unit/p-hydroxystyrene unit molar ratio in the polymer≈3:7 (1H NMR). Mw≈20,000; Mw/Mn=1.85 (GPC with polystyrene calibration). Starting materials: COc1ccc(Br)cc1Cl, COC(=O)c1cc2c(c(B3OCC(C)(C)CO3)c1)OC(F)(F)O2, [K+], [K+], O=C([O-])[O-], CC(=O)[O-], CC(=O)[O-], CN(C)C=O, O, [Pd+2], c1ccc(P(c2ccccc2)c2ccccc2)cc1. Yields the product COC(=O)c1cc2c(c(-c3ccc(OC)c(Cl)c3)c1)OC(F)(F)O2. Reaction SMILES: [Br:24][c:25]1[cH:26][c:27]([Cl:33])[c:28]([O:31][CH3:32])[cH:29][cH:30]1.[CH3:1][O:2][C:3](=[O:4])[c:5]1[cH:6][c:7]2[c:8]([c:14]([B:16]3[O:17][CH2:18][C:19]([CH3:20])([CH3:21])[CH2:22][O:23]3)[cH:15]1)[O:9][C:10]([F:12])([F:13])[O:11]2.[K+:53].[K+:54].[O-:55][C:56]([O-:57])=[O:58].[O-:65][C:66]([CH3:67])=[O:68].[O-:69][C:70]([CH3:71])=[O:72].[O:59]=[CH:60][N:61]([CH3:62])[CH3:63].[OH2:73].[Pd+2:64].[c:34]1([P:35]([c:36]2[cH:37][cH:38][cH:39][cH:40][cH:41]2)[c:42]2[cH:43][cH:44][cH:45][cH:46][cH:47]2)[cH:48][cH:49][cH:50][cH:51][cH:52]1>>[CH3:1][O:2][C:3](=[O:4])[c:5]1[cH:6][c:7]2[c:8]([c:14](-[c:25]3[cH:26][c:27]([Cl:33])[c:28]([O:31][CH3:32])[cH:29][cH:30]3)[cH:15]1)[O:9][C:10]([F:12])([F:13])[O:11]2. The reactants are CN(C)C=O, O=C(O)c1ccc2n1Cc1ccccc1N(C(=O)COc1ccc(Cl)cc1)C2, O=C(Cl)C(=O)Cl, ClCCl. Yields the product O=C(Cl)c1ccc2n1Cc1ccccc1N(C(=O)COc1ccc(Cl)cc1)C2. Reaction SMILES: [CH3:29][N:30]([CH3:31])[CH:32]=[O:33].[Cl:1][c:2]1[cH:3][cH:4][c:5]([O:6][CH2:7][C:8](=[O:9])[N:10]2[CH2:11][c:12]3[n:13]([c:21]([C:24](=[O:25])[OH:26])[cH:22][cH:23]3)[CH2:14][c:15]3[c:16]2[cH:17][cH:18][cH:19][cH:20]3)[cH:27][cH:28]1.[Cl:34][C:35]([C:36]([Cl:37])=[O:38])=[O:39].[Cl:40][CH2:41][Cl:42]>>[Cl:1][c:2]1[cH:3][cH:4][c:5]([O:6][CH2:7][C:8](=[O:9])[N:10]2[CH2:11][c:12]3[n:13]([c:21]([C:24](=[O:26])[Cl:34])[cH:22][cH:23]3)[CH2:14][c:15]3[c:16]2[cH:17][cH:18][cH:19][cH:20]3)[cH:27][cH:28]1.